Dataset: the Open Reaction Database (ORD), a public repository of structured organic reaction records. Task: describe an organic reaction: reactants, conditions, products, and yield Starting materials: ClC=1N=C(C2=C(N1)C(=CS2)C)Cl (2,4-dichloro-7-methylthieno[3,2-d]pyrimidine), C(CCCCCCCC)N (n-nonylamine), ice water. Run in CN(C)C=O (DMF). Conditions: temperature 0 celsius, time 1 hour. The product is ClC=1N=C(C2=C(N1)C(=CS2)C)NCCCCCCCCC (2-Chloro-4-nonylamino-7-methylthieno[3,2-d]pyrimidine). Yield: 105.5%. RXN SMILES: [Cl:1][C:2]1[N:3]=[C:4](Cl)[C:5]2[S:10][CH:9]=[C:8]([CH3:11])[C:6]=2[N:7]=1.[CH2:13]([NH2:22])[CH2:14][CH2:15][CH2:16][CH2:17][CH2:18][CH2:19][CH2:20][CH3:21]>CN(C=O)C>[Cl:1][C:2]1[N:3]=[C:4]([NH:22][CH2:13][CH2:14][CH2:15][CH2:16][CH2:17][CH2:18][CH2:19][CH2:20][CH3:21])[C:5]2[S:10][CH:9]=[C:8]([CH3:11])[C:6]=2[N:7]=1. Procedure: In DMF was dissolved 700 mg (3.2 mmol) of 2,4-dichloro-7-methylthieno[3,2-d]pyrimidine, and then an aqueous solution of 1.07 g (7.5 mmol) of n-nonylamine was added dropwise to the resulting solution under ice cooling over 5 minutes. The reaction mixture was stirred at 0° C. for one hour and then allowed to resume room temperature, followed by stirring for one hour. After completion of the reaction, ice water was added to the reaction mixture, followed by extraction with ethyl acetate (50 ml×3). ... The reactants are ClC1=CC=C(C=C1)C1=C(C(=NN1C1=C(C=C(C=C1)Cl)Cl)C(=O)Cl)C (5-(4-chlorophenyl)-1-(2,4-dichlorophenyl)-4-methylpyrazole-3-carbonyl chloride), O.NN (hydrazine hydrate). Run in C(C)O (ethanol). Yields the product ClC1=CC=C(C=C1)C1=C(C(=NN1C1=C(C=C(C=C1)Cl)Cl)C(=O)NN)C (5-(4-Chlorophenyl)-1-(2,4-dichlorophenyl)-4-methyl-1H-pyrazole-3-carbohydrazide). As a reaction SMILES: [Cl:1][C:2]1[CH:7]=[CH:6][C:5]([C:8]2[N:12]([C:13]3[CH:18]=[CH:17][C:16]([Cl:19])=[CH:15][C:14]=3[Cl:20])[N:11]=[C:10]([C:21](Cl)=[O:22])[C:9]=2[CH3:24])=[CH:4][CH:3]=1.O.[NH2:26][NH2:27]>C(O)C>[Cl:1][C:2]1[CH:7]=[CH:6][C:5]([C:8]2[N:12]([C:13]3[CH:18]=[CH:17][C:16]([Cl:19])=[CH:15][C:14]=3[Cl:20])[N:11]=[C:10]([C:21]([NH:26][NH2:27])=[O:22])[C:9]=2[CH3:24])=[CH:4][CH:3]=1 |f:1.2|. Reported procedure: 20 g of 5-(4-chlorophenyl)-1-(2,4-dichlorophenyl)-4-methylpyrazole-3-carbonyl chloride in 100 ml of ethanol are placed under nitrogen and the mixture is heated at reflux for 2 hours. It is allowed to return to a temperature of 20-25° C., then 50 g of hydrazine hydrate are added and the mixture is again heated at reflux for 3 and a half hours. The reaction medium is filtered while hot and then the ethanol is evaporated. The reaction medium is concentrated, then taken up in 150 ml of DCM and separ...